This data is from the Open Reaction Database (ORD), a public repository of structured organic reaction records. The task is: describe an organic reaction: reactants, conditions, products, and yield Reactants: O=C([O-])[O-], CCOC(=O)C(Cc1cccc(O)c1)OCC, CS(=O)(=O)Oc1ccc(CCCCS(=O)(=O)[O-])cc1, CC#N, [K+], [K+]. Yields the product CCOC(=O)C(Cc1cccc(OCCCc2ccc(OS(C)(=O)=O)cc2)c1)OCC. Reaction SMILES: [C:37](=[O:38])([O-:39])[O-:40].[CH2:20]([CH3:21])[O:22][C:23]([CH:24]([CH2:25][c:26]1[cH:27][c:28]([OH:32])[cH:29][cH:30][cH:31]1)[O:33][CH2:34][CH3:35])=[O:36].[CH3:1][S:2](=[O:3])(=[O:4])[O:5][c:6]1[cH:7][cH:8][c:9]([CH2:12][CH2:13][CH2:14][CH2:15][S:16]([O-:17])(=[O:18])=[O:19])[cH:10][cH:11]1.[CH3:43][C:44]#[N:45].[K+:41].[K+:42]>>[CH3:1][S:2](=[O:3])(=[O:4])[O:5][c:6]1[cH:7][cH:8][c:9]([CH2:12][CH2:13][CH2:14][O:32][c:28]2[cH:27][c:26]([CH2:25][CH:24]([C:23]([O:22][CH2:20][CH3:21])=[O:36])[O:33][CH2:34][CH3:35])[cH:31][cH:30][cH:29]2)[cH:10][cH:11]1.